From a dataset of the Open Reaction Database (ORD), a public repository of structured organic reaction records. describe an organic reaction: reactants, conditions, products, and yield The reactants are methyl 2-methoxy-2-(triphenylphosphonium) acetate chloride, [Li+].C[O-] (lithium methylat), CC1=C(N=C(O1)C1=CC=CC=C1)CCOC1=CC=C(C=2SC=CC21)C=O (4-[2-(5-methyl-2-phenyl-oxazol-4-yl)-ethoxy]-benzo[b]thiophen-7-carbaldehyde), CN(C)C=O (DMF). Reaction conditions: temperature 75 celsius. Product: COC(/C(=C/C1=CC=C(C2=C1SC=C2)OCCC=2N=C(OC2C)C2=CC=CC=C2)/OC)=O ((Z)-2-Methoxy-3-{4-[2-(5-methyl-2-phenyl-oxazol-4-yl)-ethoxy]-benzo[b]thiophen-7-yl}-acrylic acid methyl ester). Isolated yield 73.0%. As a reaction SMILES: [Li+].[CH3:2][O-:3].[CH3:4][C:5]1[O:9][C:8]([C:10]2[CH:15]=[CH:14][CH:13]=[CH:12][CH:11]=2)=[N:7][C:6]=1[CH2:16][CH2:17][O:18][C:19]1[C:27]2[CH:26]=[CH:25][S:24][C:23]=2[C:22](C=O)=[CH:21][CH:20]=1.CN([CH:33]=[O:34])C>>[CH3:2][O:3][C:33](=[O:34])/[C:8](/[O:9][CH3:5])=[CH:10]/[C:22]1[C:23]2[S:24][CH:25]=[CH:26][C:27]=2[C:19]([O:18][CH2:17][CH2:16][C:6]2[N:7]=[C:8]([C:10]3[CH:11]=[CH:12][CH:13]=[CH:14][CH:15]=3)[O:9][C:5]=2[CH3:4])=[CH:20][CH:21]=1 |f:0.1|. Reported procedure: A suspension of 6.39 g (15.9 mmol) of methyl 2-methoxy-2-(triphenylphosphonium)-acetate chloride (Prepared from methyl 2-chloro-2-methoxyacetate and triphenylphosphine, in analogy to: P. Seneci, I. Leger, M. Souchet, G. Nadler, Tetrahedron 1997, 53, 17097-17114), 0.68 g of lithium methylat (17.0 mmol) and 3.89 g of 4-[2-(5-methyl-2-phenyl-oxazol-4-yl)-ethoxy]-benzo[b]thiophen-7-carbaldehyde (10.6 mmol) in 40 ml of DMF was heated for 23 h at 75° C. The light brown reaction solution was cooled to ... The reactants are CNC(=O)c1cc(Oc2ccc(N)cc2)ccn1, O=C=Nc1ccc(Cl)c(C(F)(F)F)c1, ClCCl. Yields the product CNC(=O)c1cc(Oc2ccc(NC(=O)Nc3ccc(Cl)c(C(F)(F)F)c3)cc2)ccn1. As a reaction SMILES: [CH3:15][NH:16][C:17](=[O:18])[c:19]1[n:20][cH:21][cH:22][c:23]([O:25][c:26]2[cH:27][cH:28][c:29]([NH2:30])[cH:31][cH:32]2)[cH:24]1.[Cl:1][c:2]1[c:3]([C:11]([F:12])([F:13])[F:14])[cH:4][c:5]([N:8]=[C:9]=[O:10])[cH:6][cH:7]1.[Cl:33][CH2:34][Cl:35]>>[Cl:1][c:2]1[c:3]([C:11]([F:12])([F:13])[F:14])[cH:4][c:5]([NH:8][C:9](=[O:10])[NH:30][c:29]2[cH:28][cH:27][c:26]([O:25][c:23]3[cH:22][cH:21][n:20][c:19]([C:17]([NH:16][CH3:15])=[O:18])[cH:24]3)[cH:32][cH:31]2)[cH:6][cH:7]1. Reactants: OP(=O)([O-])[O-].[K+].[K+] (potassium phosphate dibasic), C(C)N(C1=CC=CC=C1)CC (N,N-diethylaniline), CC=1NN2C(=NC(=CC2=O)C)C1 (2,5-dimethylpyrazolo[1,5-a]pyrimidin-7-one), P(=O)(Cl)(Cl)Cl (phosphorus oxychloride). The solvent is O (water), O1CCOCC1 (1,4-dioxane), COC(C)(C)C (methyl-t-butyl ether). Run at temperature 22 celsius, time 10 minute. Yields the product ClC1=CC(=NC=2N1N=C(C2)C)C (7-Chloro-2,5-dimethyl-pyrazolo[1,5-a]pyrimidine). Yield: 93.4%. Reaction SMILES: [CH3:1][C:2]1[NH:3][N:4]2[C:9](=O)[CH:8]=[C:7]([CH3:11])[N:6]=[C:5]2[CH:12]=1.C(N(CC)C1C=CC=CC=1)C.P(Cl)(Cl)([Cl:26])=O.OP([O-])([O-])=O.[K+].[K+]>O.COC(C)(C)C.O1CCOCC1>[Cl:26][C:9]1[N:4]2[N:3]=[C:2]([CH3:1])[CH:12]=[C:5]2[N:6]=[C:7]([CH3:11])[CH:8]=1 |f:3.4.5|. Procedure: Add 2,5-dimethylpyrazolo[1,5-a]pyrimidin-7-one (20 g, 122 mmol) to 1,4-dioxane (60 mL). Stir the mixture at 22° C. for 10 min and then add N,N-diethylaniline (20.8 mL, 128 mmol). Stir for an additional 5 min and then add phosphorus oxychloride (11.7 mL, 126 mmol) over 15 min. Stir the mixture at 22° C. for 15 min, then heat to 80-85° C. over 35 min and hold the reaction at this temperature for 1.5 h. Add the cooled reaction mixture slowly to a solution of potassium phosphate dibasic (106.7 g, 61...